From a dataset of the Open Reaction Database (ORD), a public repository of structured organic reaction records. describe an organic reaction: reactants, conditions, products, and yield The reactants are FC1=CC=C(C=C1)C(F)(F)F (4-fluorobenzotrifluoride), C(CCC)[Li] (butyl lithium), C(=O)=O (dry ice). The solvent is O (water), O1CCCC1 (tetrahydrofuran). Run at time 4 hour. The product is C(=O)(O)C=1C=C(C=CC1F)C(F)(F)F (3-carboxy,4-fluorobenzotrifluoride). Isolated yield 81.0%. As a reaction SMILES: [F:1][C:2]1[CH:7]=[CH:6][C:5]([C:8]([F:11])([F:10])[F:9])=[CH:4][CH:3]=1.C([Li])CCC.[C:17](=[O:19])=[O:18]>O1CCCC1.O>[C:17]([C:7]1[CH:6]=[C:5]([C:8]([F:9])([F:10])[F:11])[CH:4]=[CH:3][C:2]=1[F:1])([OH:19])=[O:18]. Procedure: To a solution of 4-fluorobenzotrifluoride (75 ml) in tetrahydrofuran (570 ml) under a nitrogen atmosphere and at a temperature of approximately -60° C. was added butyl lithium (25N, 200 ml) over a period of one hour. The reaction mixture was stirred at from -70° to -60° C. for four hours and then was poured over an excess of dry ice. After fifteen minutes the excess dry ice was evaporated and the solvent removed to leave a residue. The residue was taken up in water (500 ml) and sodium hydroxide ... Starting materials: O=C([O-])[O-], COC(=O)c1cccc(O)c1, CC(C)=O, ICCCCCCc1cccc(OCc2ccccc2)c1OCc1ccccc1, [K+], [K+]. Product: COC(=O)c1cccc(OCCCCCCc2cccc(OCc3ccccc3)c2OCc2ccccc2)c1. RXN SMILES: [C:41](=[O:42])([O-:43])[O-:44].[CH3:30][O:31][C:32]([c:33]1[cH:34][c:35]([OH:39])[cH:36][cH:37][cH:38]1)=[O:40].[CH3:47][C:48](=[O:49])[CH3:50].[I:1][CH2:2][CH2:3][CH2:4][CH2:5][CH2:6][CH2:7][c:8]1[c:9]([O:22][CH2:23][c:24]2[cH:25][cH:26][cH:27][cH:28][cH:29]2)[c:10]([O:14][CH2:15][c:16]2[cH:17][cH:18][cH:19][cH:20][cH:21]2)[cH:11][cH:12][cH:13]1.[K+:45].[K+:46]>>[CH2:2]([CH2:3][CH2:4][CH2:5][CH2:6][CH2:7][c:8]1[c:9]([O:22][CH2:23][c:24]2[cH:25][cH:26][cH:27][cH:28][cH:29]2)[c:10]([O:14][CH2:15][c:16]2[cH:17][cH:18][cH:19][cH:20][cH:21]2)[cH:11][cH:12][cH:13]1)[O:39][c:35]1[cH:34][c:33]([C:32]([O:31][CH3:30])=[O:40])[cH:38][cH:37][cH:36]1.